From a dataset of the Open Reaction Database (ORD), a public repository of structured organic reaction records. describe an organic reaction: reactants, conditions, products, and yield The reactants are NC(=O)N (urea), C(C1=CC=CC=C1)OCCNS(=O)(=O)C1=C(C(=CC=C1Cl)N)O (N-(2-benzyloxyethyl)-3-amino-6-chloro-2-hydroxybenzenesulfonamide), ClC1=C(C=CC=C1Cl)N=C=O (2,3-dichlorophenylisocyanate). Yields the product C(C1=CC=CC=C1)OCCNS(=O)(=O)C=1C(=C(C=CC1Cl)NC(=O)NC1=C(C(=CC=C1)Cl)Cl)O (N-[3-[N″-(2-benzyloxyethyl)aminosulfonyl]-4-chloro-2-hydroxyphenyl]-N′-(2,3-dichlorophenyl) urea). The yield is 75.0%. As a reaction SMILES: NC(N)=O.[CH2:5]([O:12][CH2:13][CH2:14][NH:15][S:16]([C:19]1[C:24]([Cl:25])=[CH:23][CH:22]=[C:21]([NH2:26])[C:20]=1[OH:27])(=[O:18])=[O:17])[C:6]1[CH:11]=[CH:10][CH:9]=[CH:8][CH:7]=1.[Cl:28][C:29]1[C:34]([Cl:35])=[CH:33][CH:32]=[CH:31][C:30]=1[N:36]=[C:37]=[O:38]>>[CH2:5]([O:12][CH2:13][CH2:14][NH:15][S:16]([C:19]1[C:20]([OH:27])=[C:21]([NH:26][C:37]([NH:36][C:30]2[CH:31]=[CH:32][CH:33]=[C:34]([Cl:35])[C:29]=2[Cl:28])=[O:38])[CH:22]=[CH:23][C:24]=1[Cl:25])(=[O:18])=[O:17])[C:6]1[CH:7]=[CH:8][CH:9]=[CH:10][CH:11]=1. Procedure details: Following the general procedure for urea formation outlined in example 15, N-(2-benzyloxyethyl)-3-amino-6-chloro-2-hydroxybenzenesulfonamide (119 mg, 0.33 mmol) and 2,3-dichlorophenylisocyanate (44 mg, 0.23 mmol) were coupled to form the desired urea (94 mg, 75%). LC-MS (m/z) 546.0 (M+). Reactants: ClC1=C2C(NC=N1)=NC=C2 (4-chloropyrrolo[2,3-d]pyrimidine), NC1CC2=CC=CC=C2C1 (2-aminoindan). Solvent: C(C)O (ethanol). The product is C1C(CC2=CC=CC=C12)NC1=C2C(NC=N1)=NC=C2 (4-(2-indanylamino)pyrrolo[2,3-d]pyrimidine). Yield: 37.0%. As a reaction SMILES: Cl[C:2]1[N:7]=[CH:6][NH:5][C:4]2=[N:8][CH:9]=[CH:10][C:3]=12.[NH2:11][CH:12]1[CH2:20][C:19]2[C:14](=[CH:15][CH:16]=[CH:17][CH:18]=2)[CH2:13]1>C(O)C>[CH2:13]1[C:14]2[C:19](=[CH:18][CH:17]=[CH:16][CH:15]=2)[CH2:20][CH:12]1[NH:11][C:2]1[N:7]=[CH:6][NH:5][C:4]2=[N:8][CH:9]=[CH:10][C:3]=12. Reported procedure: 4-chloropyrrolo[2,3-d]pyrimidine (83 mg, 0.54 mmol) (see J. Chem. Soc., 131 (1960), J. Org. Chem., 26, 3809 (1961)) and 2-aminoindan (220 mg, 1.6 mmol) in dry ethanol (5 ml) were heated to reflux under an argon atmosphere for 1 hour. The solvent was distilled off under reduced pressure and the residue obtained was purified by silica gel chromatography (ethyl acetate) to obtain the title compound (38 mg, 0.20 mmol) having the following physical properties: